Dataset: the Open Reaction Database (ORD), a public repository of structured organic reaction records. Task: describe an organic reaction: reactants, conditions, products, and yield Reactants: BrC=1C=NN(C1)C1OCCCC1 (4-Bromo-1-(tetrahydro-pyran-2-yl)-1H-pyrazole), ClC1=NC=CC(=C1)B(O)O (2-chloropyridine-4-boronic acid), C([O-])([O-])=O.[Cs+].[Cs+] (caesium carbonate). Reagents/catalysts: C1=CC=C(C=C1)P([C-]2C=CC=C2)C3=CC=CC=C3.C1=CC=C(C=C1)P([C-]2C=CC=C2)C3=CC=CC=C3.Cl[Pd]Cl.[Fe+2] (1,1′-bis(diphenylphosphino)ferrocenedichloro palladium(II)). The solvent is C(Cl)Cl (DCM), CN(C)C=O (DMF). Reaction conditions: temperature 80 celsius, time 2 hour. Yields the product ClC1=NC=CC(=C1)C=1C=NN(C1)C1OCCCC1 (2-Chloro-4-[1-(tetrahydro-pyran-2-yl)-1H-pyrazol-4-yl]-pyridine). Isolated yield 43.0%. As a reaction SMILES: Br[C:2]1[CH:3]=[N:4][N:5]([CH:7]2[CH2:12][CH2:11][CH2:10][CH2:9][O:8]2)[CH:6]=1.[Cl:13][C:14]1[CH:19]=[C:18](B(O)O)[CH:17]=[CH:16][N:15]=1.C(=O)([O-])[O-].[Cs+].[Cs+]>CN(C=O)C.C(Cl)Cl.C1C=CC(P(C2C=CC=CC=2)[C-]2C=CC=C2)=CC=1.C1C=CC(P(C2C=CC=CC=2)[C-]2C=CC=C2)=CC=1.Cl[Pd]Cl.[Fe+2]>[Cl:13][C:14]1[CH:19]=[C:18]([C:2]2[CH:3]=[N:4][N:5]([CH:7]3[CH2:12][CH2:11][CH2:10][CH2:9][O:8]3)[CH:6]=2)[CH:17]=[CH:16][N:15]=1 |f:2.3.4,7.8.9.10|. Reported procedure: 4-Bromo-1-(tetrahydro-pyran-2-yl)-1H-pyrazole (0.73 g) and 2-chloropyridine-4-boronic acid (0.20 g) were dissolved in dry DMF (2 mL) under inert atmosphere and 1,1′-bis(diphenylphosphino)ferrocenedichloro palladium(II) (102 mg) was added followed by caesium carbonate (0.84 g). The mixture was heated to 80° C. and stirred for 2 h. After cooling to room temperature the reaction mixture was diluted with DCM and the inorganic salts filtered off. The filtrate was washed with water and brine, dried un... The reactants are CC1=C(Br)C(=O)OC(C)(C)O1, CCO, CC[O-], Cl, [Na]. Yields the product CCOC(=O)C(Br)C(C)=O. As a reaction SMILES: [Br:5][C:6]1=[C:11]([CH3:12])[O:10][C:9]([CH3:13])([CH3:14])[O:8][C:7]1=[O:15].[CH3:17][CH2:18][OH:19].[CH3:2][CH2:3][O-:4].[ClH:16].[Na:1]>>[Br:5][CH:6]([C:7]([O:8][CH2:9][CH3:13])=[O:15])[C:11](=[O:10])[CH3:12].